The task is: describe an organic reaction: reactants, conditions, products, and yield. This data is from the Open Reaction Database (ORD), a public repository of structured organic reaction records. Reactants: C1CCOC1, COC(=O)c1sc(CCc2conc2-c2ccccn2)nc1C, CO, [Li+], [OH-], O, O. The product is Cc1nc(CCc2conc2-c2ccccn2)sc1C(=O)O. RXN SMILES: [CH2:29]1[O:30][CH2:31][CH2:32][CH2:33]1.[CH3:1][O:2][C:3](=[O:4])[c:5]1[c:6]([CH3:23])[n:7][c:8]([CH2:10][CH2:11][c:12]2[c:13](-[c:17]3[n:18][cH:19][cH:20][cH:21][cH:22]3)[n:14][o:15][cH:16]2)[s:9]1.[CH3:27][OH:28].[Li+:26].[OH-:25].[OH2:24].[OH2:34]>>[O:2]=[C:3]([OH:4])[c:5]1[c:6]([CH3:23])[n:7][c:8]([CH2:10][CH2:11][c:12]2[c:13](-[c:17]3[n:18][cH:19][cH:20][cH:21][cH:22]3)[n:14][o:15][cH:16]2)[s:9]1.